Task: describe an organic reaction: reactants, conditions, products, and yield. Dataset: the Open Reaction Database (ORD), a public repository of structured organic reaction records Reactants: ClC=1SC(=C(N1)C1=CC=C(C=C1)Cl)C(=O)OCC (ethyl 2-chloro-4-(p-chlorophenyl)-5-thiazolecarboxylate), [BH4-].[Na+] (sodium borohydride). Solvent: C(C)O (ethanol). Conditions: time 1 hour. The product is ClC=1SC(=C(N1)C1=CC=C(C=C1)Cl)CO (2-chloro-4-(p-chlorophenyl)-5-thiazolemethanol). Yield: 7.0%. RXN SMILES: [Cl:1][C:2]1[S:3][C:4]([C:14](OCC)=[O:15])=[C:5]([C:7]2[CH:12]=[CH:11][C:10]([Cl:13])=[CH:9][CH:8]=2)[N:6]=1.[BH4-].[Na+]>C(O)C>[Cl:1][C:2]1[S:3][C:4]([CH2:14][OH:15])=[C:5]([C:7]2[CH:8]=[CH:9][C:10]([Cl:13])=[CH:11][CH:12]=2)[N:6]=1 |f:1.2|. Procedure details: To a suspension of 18.2 g (0.06 mol) of ethyl 2-chloro-4-(p-chlorophenyl)-5-thiazolecarboxylate in 100 ml of ethanol was added 2.27 g (0.06 mol) of sodium borohydride. The reaction mixture was stirred for 1 hour and filtered. The ethanol filtrate was concentrated under reduced pressure and the residue was treated with water and extracted with CHCl3. The CHCl3 extracts were dried over MgSO4 and concentrated under reduced pressure. The residual solid (1.5 g) was recrystallized from ethanol-water t...